describe an organic reaction: reactants, conditions, products, and yield From a dataset of the Open Reaction Database (ORD), a public repository of structured organic reaction records. The reactants are C1CCOC1, Cc1ccccc1, O=C(Cl)C(=O)Cl, c1ccc(-c2cc3ccccn3c2)cc1. Yields the product O=C(Cl)C(=O)c1c(-c2ccccc2)cc2ccccn12. RXN SMILES: [CH2:29]1[O:30][CH2:31][CH2:32][CH2:33]1.[CH3:22][c:23]1[cH:24][cH:25][cH:26][cH:27][cH:28]1.[Cl:1][C:2](=[O:3])[C:4](=[O:5])[Cl:6].[c:7]1(-[c:13]2[cH:14][c:15]3[cH:16][cH:17][cH:18][cH:19][n:20]3[cH:21]2)[cH:8][cH:9][cH:10][cH:11][cH:12]1>>[Cl:1][C:2](=[O:3])[C:4](=[O:5])[c:21]1[c:13](-[c:7]2[cH:8][cH:9][cH:10][cH:11][cH:12]2)[cH:14][c:15]2[cH:16][cH:17][cH:18][cH:19][n:20]21. The reactants are CS(=O)C (DMSO), C(C(=O)Cl)(=O)Cl (oxalyl chloride), TEA, OCC=1C=C(C=CC1)N(S(=O)(=O)CC)CC=1C=NC=CC1 (N-(3-(Hydroxymethyl)phenyl)-N-(ethanesulfonyl)pyrid-3-ylmethylamine), N#N (N2), C(=O)(O)[O-].[Na+] (NaHCO3). Run in C(Cl)Cl (DCM), C(Cl)Cl (DCM), C(C)OCC (diethyl ether). Reaction conditions: temperature 0 celsius, time 15 minute. Yields the product C(=O)C=1C=C(C=CC1)N(S(=O)(=O)CC)CC=1C=NC=CC1 (N-(3-Formylphenyl)-N-(ethanesulfonyl)pyrid-3-ylmethylamine). Isolated yield 5.7%. RXN SMILES: CS(C)=O.C(Cl)(=O)C(Cl)=O.[OH:11][CH2:12][C:13]1[CH:14]=[C:15]([N:19]([CH2:25][C:26]2[CH:27]=[N:28][CH:29]=[CH:30][CH:31]=2)[S:20]([CH2:23][CH3:24])(=[O:22])=[O:21])[CH:16]=[CH:17][CH:18]=1.N#N.C([O-])(O)=O.[Na+]>C(Cl)Cl.C(OCC)C>[CH:12]([C:13]1[CH:14]=[C:15]([N:19]([CH2:25][C:26]2[CH:27]=[N:28][CH:29]=[CH:30][CH:31]=2)[S:20]([CH2:23][CH3:24])(=[O:22])=[O:21])[CH:16]=[CH:17][CH:18]=1)=[O:11] |f:4.5|. Reported procedure: Into a −78° C. solution of DMSO (20.8 mL, 0.269 mole, 3.1 eq) in DCM (460 mL) was added oxalyl chloride (16 mL, 0.109 mole, 1.25 eq) dropwise and stirred for 15 minutes. N-(3-(Hydroxymethyl)phenyl)-N-(ethanesulfonyl)pyrid-3-ylmethylamine (26.4 g, 0.86 mole, 1 eq) was added dropwise via addition funnel as a solution in DCM (146 mL). The reaction mixture was stirred for 30 min. then TEA (102 mL, 1 mole, 11.7 eq) was added via addition funnel. The reaction mixture was allowed to warmed to 0° C. wit... Yield: 92.0%. RXN SMILES: COS([O:6][CH3:7])(=O)=O.[I:8][C:9]1[CH:14]=[CH:13][C:12]([C:15]#[C:16][CH2:17]O)=[CH:11][CH:10]=1.[OH-].[Na+].[OH-].[NH4+]>>[I:8][C:9]1[CH:14]=[CH:13][C:12]([C:15]#[C:16][CH2:17][O:6][CH3:7])=[CH:11][CH:10]=1 |f:2.3,4.5|. Conditions: time 2.5 hour. Reactants: [OH-].[NH4+] (ammonium hydroxide), COS(=O)(=O)OC (Dimethylsulphate), IC1=CC=C(C=C1)C#CCO (3-(4-iodophenyl)-2-propyn-1-ol), [OH-].[Na+] (sodium hydroxide). Procedure: Dimethylsulphate (2.2 g) was added dropwise over 5 min to a vigorously stirred mixture of the product of stage (i) (3.0 g), TAB (0.15 g) 50% w/v aqueous sodium hydroxide (2.8 ml) in H (10 ml) and MC (5 ml) and stirring was continued for a further 2.5 h. Concentrated ammonium hydroxide solution (5 ml) was added and the mixture was stirred for 30 min to destroy the excess dimethylsulphate. Water (50 ml) was added, the mixture extracted with ER (2×35 ml), the organic layer dried and concentrated in... Yields the product IC1=CC=C(C=C1)C#CCOC (1-Iodo-4-(3-methoxy-1-propynyl)benzene). The reactants are S(O)(O)(=O)=O (Sulfuric acid), C(CCC)OC1=NC=C(C=C1C=1NC(C=2C(N1)=C(N(N2)CCN(C)C)CC)=O)C#C (5-(2-Butoxy-5-ethynyl-3-pyridinyl)-2-[2-(dimethylamino)ethyl]-3-ethyl-2,6-dihydro-7H-pyrazolo[4,3-d]pyrimidin-7-one), solid. The reagents and catalysts are S(=O)(=O)([O-])[O-].[Hg+2] (Mercury sulfate). Run in CO (methanol), CC(=O)C (acetone). Yields the product C(C)(=O)C=1C=C(C(=NC1)OCCCC)C=1NC(C=2C(N1)=C(N(N2)CCN(C)C)CC)=O (5-(5-Acetyl-2-butoxy-3-pridinyl)-2-[2-(dimethylamino)ethyl]-3-ethyl-2,6-dihydro-7H-pyrazolo[4,3-d]pyrimidin-7-one). As a reaction SMILES: S(=O)(=O)(O)[OH:2].[CH2:6]([O:10][C:11]1[C:16]([C:17]2[NH:18][C:19](=[O:33])[C:20]3[C:21](=[C:23]([CH2:31][CH3:32])[N:24]([CH2:26][CH2:27][N:28]([CH3:30])[CH3:29])[N:25]=3)[N:22]=2)=[CH:15][C:14]([C:34]#[CH:35])=[CH:13][N:12]=1)[CH2:7][CH2:8][CH3:9]>CC(C)=O.CO.S([O-])([O-])(=O)=O.[Hg+2]>[C:34]([C:14]1[CH:15]=[C:16]([C:17]2[NH:18][C:19](=[O:33])[C:20]3[C:21](=[C:23]([CH2:31][CH3:32])[N:24]([CH2:26][CH2:27][N:28]([CH3:29])[CH3:30])[N:25]=3)[N:22]=2)[C:11]([O:10][CH2:6][CH2:7][CH2:8][CH3:9])=[N:12][CH:13]=1)(=[O:2])[CH3:35] |f:4.5|. Procedure: 1 N Sulfuric acid (1 mL) was added to a stirred solution of 5-(2-butoxy-5-ethynyl-3-pyridinyl)-2-[2-(dimethylamino)ethyl]-3-ethyl-2,6-dihydro-7H-pyrazolo[4,3-d]pyrimidin-7-one (Example 46) (280 mg, 0.69 mmol) in acetone (8 mL) at room temperature. Mercury sulfate (40 mg, 0.14 mmol) was added and the mixture heated at reflux for 5 h. The reaction mixture was cooled, diluted with methanol (10 mL), filtered and the filtrate washed with further methanol. The solvent was evaporated and the residue pa... Reactants: COCCOC, Cc1cc(C)c(B(O)O)c(C)c1, Cc1cc(Cl)c2cccc(Br)c2n1, ClCCl, O, c1ccc(P(c2ccccc2)(c2ccccc2)[Pd](P(c2ccccc2)(c2ccccc2)c2ccccc2)(P(c2ccccc2)(c2ccccc2)c2ccccc2)P(c2ccccc2)(c2ccccc2)c2ccccc2)cc1. Yields the product Cc1cc(C)c(-c2cccc3c(Cl)cc(C)nc23)c(C)c1. As a reaction SMILES: [CH2:29]([CH2:30][O:31][CH3:32])[O:33][CH3:34].[CH3:14][c:15]1[c:16]([B:23]([OH:24])[OH:25])[c:17]([CH3:22])[cH:18][c:19]([CH3:21])[cH:20]1.[CH3:1][c:2]1[n:3][c:4]2[c:5]([Br:13])[cH:6][cH:7][cH:8][c:9]2[c:10]([Cl:12])[cH:11]1.[Cl:26][CH2:27][Cl:28].[OH2:35].[cH:36]1[cH:37][cH:38][c:39]([P:40]([Pd:41]([P:42]([c:43]2[cH:44][cH:45][cH:46][cH:47][cH:48]2)([c:49]2[cH:50][cH:51][cH:52][cH:53][cH:54]2)[c:55]2[cH:56][cH:57][cH:58][cH:59][cH:60]2)([P:61]([c:62]2[cH:63][cH:64][cH:65][cH:66][cH:67]2)([c:68]2[cH:69][cH:70][cH:71][cH:72][cH:73]2)[c:74]2[cH:75][cH:76][cH:77][cH:78][cH:79]2)[P:80]([c:81]2[cH:82][cH:83][cH:84][cH:85][cH:86]2)([c:87]2[cH:88][cH:89][cH:90][cH:91][cH:92]2)[c:93]2[cH:94][cH:95][cH:96][cH:97][cH:98]2)([c:99]2[cH:100][cH:101][cH:102][cH:103][cH:104]2)[c:105]2[cH:106][cH:107][cH:108][cH:109][cH:110]2)[cH:111][cH:112]1>>[CH3:1][c:2]1[n:3][c:4]2[c:5](-[c:16]3[c:15]([CH3:14])[cH:20][c:19]([CH3:21])[cH:18][c:17]3[CH3:22])[cH:6][cH:7][cH:8][c:9]2[c:10]([Cl:12])[cH:11]1. The reactants are ClCCCN1C[Si](C2=C(C1=O)C=CC=C2)(C)C (3-(3-chloropropyl)-1,1-dimethyl-4-oxo-1,2,3,4-tetrahydro-3,1-benzazasiline), ClCCCBr (1-chloro-3-bromopropane), C[Si]1(CNC(C2=C1C(=CC=C2)F)=O)C (1,1-dimethyl-8-fluoro-4-oxo-1,2,3,4-tetrahydro-3,1-benzazasiline), C(CCC)[Li] (n-butyllithium). Run in O1CCCC1 (tetrahydrofuran). Yields the product ClCCCN1C[Si](C2=C(C1=O)C=CC=C2F)(C)C (3-(3-chloropropyl)-1,1-dimethyl-8-fluoro-4-oxo- 1,2,3,4-tetrahydro-3,1-benzazasiline). Reaction SMILES: [Cl:1][CH2:2][CH2:3][CH2:4][N:5]1[C:10](=[O:11])[C:9]2[CH:12]=[CH:13][CH:14]=[CH:15][C:8]=2[Si:7]([CH3:17])([CH3:16])[CH2:6]1.C[Si]1(C)C2C([F:29])=CC=CC=2C(=O)NC1.C([Li])CCC.ClCCCBr>O1CCCC1>[Cl:1][CH2:2][CH2:3][CH2:4][N:5]1[C:10](=[O:11])[C:9]2[CH:12]=[CH:13][CH:14]=[C:15]([F:29])[C:8]=2[Si:7]([CH3:16])([CH3:17])[CH2:6]1. Procedure: 3-(3-Chloropropyl)-1,1-dimethyl-8-fluoro-4-oxo-1,2,3,4-tetrahydro-3,1-benzazasiline is obtained in a manner similar to that described in Example 4 for the preparation of 3-(3-chloropropyl)-1,1-dimethyl-4-oxo-1,2,3,4-tetrahydro-3,1-benzazasiline, but using 4.8 g of 1,1-dimethyl-8-fluoro-4-oxo-1,2,3,4-tetrahydro-3,1-benzazasiline, 17.2 cm3 of n-butyllithium, 8.7 g of 1-chloro-3-bromopropane and 70 cm3 of tetrahydrofuran. After purification by flash chromatography on a silica column under a nitroge... The reactants are OCC1=CC=C2C=CNC2=C1 (6-hydroxymethylindole). The reagents and catalysts are [O-2].[O-2].[Mn+4] (Manganese dioxide). Solvent: C(Cl)Cl (methylene chloride). Conditions: time 18 hour. The product is C(=O)C1=CC=C2C=CNC2=C1 (6-formylindole). The yield is 76.1%. RXN SMILES: [OH:1][CH2:2][C:3]1[CH:11]=[C:10]2[C:6]([CH:7]=[CH:8][NH:9]2)=[CH:5][CH:4]=1>C(Cl)Cl.[O-2].[O-2].[Mn+4]>[CH:2]([C:3]1[CH:11]=[C:10]2[C:6]([CH:7]=[CH:8][NH:9]2)=[CH:5][CH:4]=1)=[O:1] |f:2.3.4|. Procedure: Manganese dioxide (240 g) was added to a mechanically stirred solution of 6-hydroxymethylindole (40.7 g) in methylene chloride (1.6 liter). The mixture was stirred for 18 hr, filtered through a pad of diatomaceous earth, the filter cake washed with methylene chloride and chloroform, and the filtrate evaporated to give 6-formylindole (30.55 g) as a yellow solid. The filter cake was washed with tetrahydrofuran and the washings evaporated to give a further crop of 6-formylindole (2.35 g, 82% combin... Reactants: CCCCCCCCC=CCCCCCCCC(=O)Cl, CSc1ncnc(N(C)C)c1N. Product: CCCCCCCCC=CCCCCCCCC(=O)Nc1c(SC)ncnc1N(C)C. Reaction SMILES: [C:13]([CH2:14][CH2:15][CH2:16][CH2:17][CH2:18][CH2:19][CH2:20][CH:21]=[CH:22][CH2:23][CH2:24][CH2:25][CH2:26][CH2:27][CH2:28][CH2:29][CH3:30])(=[O:31])[Cl:32].[NH2:1][c:2]1[c:3]([N:10]([CH3:11])[CH3:12])[n:4][cH:5][n:6][c:7]1[S:8][CH3:9]>>[NH:1]([c:2]1[c:3]([N:10]([CH3:11])[CH3:12])[n:4][cH:5][n:6][c:7]1[S:8][CH3:9])[C:13]([CH2:14][CH2:15][CH2:16][CH2:17][CH2:18][CH2:19][CH2:20][CH:21]=[CH:22][CH2:23][CH2:24][CH2:25][CH2:26][CH2:27][CH2:28][CH2:29][CH3:30])=[O:31].